This data is from the Open Reaction Database (ORD), a public repository of structured organic reaction records. The task is: describe an organic reaction: reactants, conditions, products, and yield Starting materials: [Si](C)(C)(C(C)(C)C)C=1N(C(=CN1)C=CC#N)S(=O)(=O)N(C)C (2-(t-Butyldimethylsilyl)-5-(2-cyanoethenyl)-N,N,-dimethylimidazole-1-sulfonamide), C(Cl)(Cl)Cl (Chloroform). Reagents/catalysts: [Pt]=O (platinum oxide). The solvent is C(C)O (ethanol), C1CCOC1 (THF). Yields the product [Si](C)(C)(C(C)(C)C)C=1N(C(=CN1)CCCN)S(=O)(=O)N(C)C (2-(t-Butyldimethylsilyl)-5-(3-aminopropyl)-N,N,-dimethylimidazole-1-sulfonamide). RXN SMILES: [Si:1]([C:8]1[N:9]([S:17]([N:20]([CH3:22])[CH3:21])(=[O:19])=[O:18])[C:10]([CH:13]=[CH:14][C:15]#[N:16])=[CH:11][N:12]=1)([C:4]([CH3:7])([CH3:6])[CH3:5])([CH3:3])[CH3:2].C(Cl)(Cl)Cl>C(O)C.C1COCC1.[Pt]=O>[Si:1]([C:8]1[N:9]([S:17]([N:20]([CH3:22])[CH3:21])(=[O:19])=[O:18])[C:10]([CH2:13][CH2:14][CH2:15][NH2:16])=[CH:11][N:12]=1)([C:4]([CH3:5])([CH3:7])[CH3:6])([CH3:3])[CH3:2]. Procedure: Compound 29 (2.1 mmol) is dissolved in absolute ethanol (75 mL) and THF (25 mL). Chloroform (1.5 mL) and platinum oxide (70 mg) are added and the mixture subjected to hydrogenation at 5 atmospheres in a. Parr hydrogenation apparatus. After 4 hours the mixture is filtered through celite and the celite bed washed with absolute ethanol (2×20 mL). The filtrate and washings are evaporated in vacuo to give a product which is purified by column chromatography to provide the title compound 30. Starting materials: ClCC(=O)C1CC(OC1)=O ((RS)-4-Chloroacetyltetrahydrofuran-2-one), C([O-])([O-])=O.[K+].[K+] (potassium carbonate), OC(C(=O)OC(C)(C)C)N1C([C@H]([C@H]1S)NC(COC1=CC=CC=C1)=O)=O (t-butyl (2RS)-2-hydroxy-[(3R,4R)-4-mercapto-3-phenoxyacetamidoazetidin-2-on-1-yl]acetate). Run in C(C)(=O)OCC (ethyl acetate), CC(=O)C (acetone). Run at time 1 hour. The product is OC(C(=O)OC(C)(C)C)N1C([C@H]([C@H]1SCC(=O)C1CC(OC1)=O)NC(COC1=CC=CC=C1)=O)=O (t-Butyl (2RS)-2-hydroxy-2-[(3R,4R)-4-[(4RS)-2-oxotetrahydrofuran-4-ylcarbonylmethylthio]-3-phenoxyacetamidoazetidin-2-on-1-yl]acetate). Isolated yield 67.3%. RXN SMILES: Cl[CH2:2][C:3]([CH:5]1[CH2:9][O:8][C:7](=[O:10])[CH2:6]1)=[O:4].C(=O)([O-])[O-].[K+].[K+].[OH:17][CH:18]([N:26]1[C@H:29]([SH:30])[C@H:28]([NH:31][C:32](=[O:41])[CH2:33][O:34][C:35]2[CH:40]=[CH:39][CH:38]=[CH:37][CH:36]=2)[C:27]1=[O:42])[C:19]([O:21][C:22]([CH3:25])([CH3:24])[CH3:23])=[O:20]>CC(C)=O.C(OCC)(=O)C>[OH:17][CH:18]([N:26]1[C@H:29]([S:30][CH2:2][C:3]([CH:5]2[CH2:9][O:8][C:7](=[O:10])[CH2:6]2)=[O:4])[C@H:28]([NH:31][C:32](=[O:41])[CH2:33][O:34][C:35]2[CH:36]=[CH:37][CH:38]=[CH:39][CH:40]=2)[C:27]1=[O:42])[C:19]([O:21][C:22]([CH3:25])([CH3:24])[CH3:23])=[O:20] |f:1.2.3|. Procedure details: (RS)-4-Chloroacetyltetrahydrofuran-2-one (2.060 g, 12.6 mmol), followed by potassium carbonate (0.690 g, 5 mmol) were added to crude t-butyl (2RS)-2-hydroxy-[(3R,4R)-4-mercapto-3-phenoxyacetamidoazetidin-2-on-1-yl]acetate (3.866 g) (prepared as described in Example 1c) in acetone (10 ml). The reaction was stirred 1 h. then diluted with ethyl acetate, washed with water (x2) and brine, dried, concentrated and flash chromatographed on silica gel eluting with 50,60,75,90% ethyl acetate in hexane to ... The reactants are N1CCC(CC1)C(=O)OCC (ethyl piperidin-4-ylcarboxylate), ClCCC1=CC=C(C=C1)OC (1-(2-chloroethyl)-4-methoxybenzene), C([O-])([O-])=O.[K+].[K+] (potassium carbonate). Run in CN(C=O)C (N,N-dimethylformamide). Conditions: temperature 70 celsius. Yields the product COC1=CC=C(C=C1)CCN1CCC(CC1)C(=O)OCC (ethyl N-[2-(4-methoxyphenyl)ethyl]-piperidin-4-ylcarboxylate). The yield is 25.7%. As a reaction SMILES: [NH:1]1[CH2:6][CH2:5][CH:4]([C:7]([O:9][CH2:10][CH3:11])=[O:8])[CH2:3][CH2:2]1.Cl[CH2:13][CH2:14][C:15]1[CH:20]=[CH:19][C:18]([O:21][CH3:22])=[CH:17][CH:16]=1.C(=O)([O-])[O-].[K+].[K+]>CN(C)C=O>[CH3:22][O:21][C:18]1[CH:19]=[CH:20][C:15]([CH2:14][CH2:13][N:1]2[CH2:6][CH2:5][CH:4]([C:7]([O:9][CH2:10][CH3:11])=[O:8])[CH2:3][CH2:2]2)=[CH:16][CH:17]=1 |f:2.3.4|. Procedure: A stirred mixture of 5.0 grams (0.032 mole) of ethyl piperidin-4-ylcarboxylate, 5.4 grams (0.032 mole) of 1-(2-chloroethyl)-4-methoxybenzene and 4.4 grams (0.032 mole) of potassium carbonate in 50 mL of dried N,N-dimethylformamide was heated at 70° C. for about 16 hours. After this time the reaction mixture was cooled and partitioned between diethyl ether and water. The organic layer was separated and washed with water and then with an aqueous solution saturated with sodium chloride. The organic... The reactants are CC(C)(C)OC(=O)N1CCN(c2ccccc2OC2CNC2)CC1, CC(=O)O[BH-](OC(C)=O)OC(C)=O, CC(=O)O, ClCCl, [Na+]. Yields the product CN1CC(Oc2ccccc2N2CCN(C(=O)OC(C)(C)C)CC2)C1. RXN SMILES: [C:1]([CH3:2])([CH3:3])([CH3:4])[O:5][C:6](=[O:7])[N:8]1[CH2:9][CH2:10][N:11]([c:14]2[c:15]([O:20][CH:21]3[CH2:22][NH:23][CH2:24]3)[cH:16][cH:17][cH:18][cH:19]2)[CH2:12][CH2:13]1.[C:29]([O:30][BH-:31]([O:32][C:33](=[O:34])[CH3:35])[O:36][C:37](=[O:38])[CH3:39])(=[O:40])[CH3:41].[CH3:25][C:26](=[O:27])[OH:28].[Cl:43][CH2:44][Cl:45].[Na+:42]>>[C:1]([CH3:2])([CH3:3])([CH3:4])[O:5][C:6](=[O:7])[N:8]1[CH2:9][CH2:10][N:11]([c:14]2[c:15]([O:20][CH:21]3[CH2:22][N:23]([CH3:25])[CH2:24]3)[cH:16][cH:17][cH:18][cH:19]2)[CH2:12][CH2:13]1. Starting materials: COC(=O)CCCCCCN, Cc1onc(-c2c(F)cccc2Cl)c1C(=O)Cl, Cl. Product: COC(=O)CCCCCCNC(=O)c1c(-c2c(F)cccc2Cl)noc1C. As a reaction SMILES: [CH3:2][O:3][C:4]([CH2:5][CH2:6][CH2:7][CH2:8][CH2:9][CH2:10][NH2:11])=[O:12].[Cl:13][c:14]1[c:15](-[c:21]2[n:22][o:23][c:24]([CH3:29])[c:25]2[C:26](=[O:27])[Cl:28])[c:16]([F:20])[cH:17][cH:18][cH:19]1.[ClH:1]>>[CH3:2][O:3][C:4]([CH2:5][CH2:6][CH2:7][CH2:8][CH2:9][CH2:10][NH:11][C:26]([c:25]1[c:21](-[c:15]2[c:14]([Cl:13])[cH:19][cH:18][cH:17][c:16]2[F:20])[n:22][o:23][c:24]1[CH3:29])=[O:27])=[O:12]. Reactants: OCC=1C=CC=2N(C1)C=C(N2)C(=O)OCC (Ethyl 6-(hydroxymethyl)imidazo[1,2-a]pyridine-2-carboxylate), O=S(Cl)Cl (SOCl2). The solvent is C(Cl)(Cl)Cl (CHCl3). Product: ClCC=1C=CC=2N(C1)C=C(N2)C(=O)OCC (Ethyl 6-(chloromethyl)imidazo[1,2-a]pyridine-2-carboxylate). Yield: 97.8%. As a reaction SMILES: O[CH2:2][C:3]1[CH:4]=[CH:5][C:6]2[N:7]([CH:9]=[C:10]([C:12]([O:14][CH2:15][CH3:16])=[O:13])[N:11]=2)[CH:8]=1.O=S(Cl)[Cl:19]>C(Cl)(Cl)Cl>[Cl:19][CH2:2][C:3]1[CH:4]=[CH:5][C:6]2[N:7]([CH:9]=[C:10]([C:12]([O:14][CH2:15][CH3:16])=[O:13])[N:11]=2)[CH:8]=1. Procedure: By the method of Example 5, the product from Example 10 (2.52 g, 11.4 mmol) dissolved in CHCl3 (100 mL) was reacted with SOCl2 (1.5 g, 12.6 mmol). Final workup provided 2.66 g (98%) of title compound.